describe an organic reaction: reactants, conditions, products, and yield From a dataset of the Open Reaction Database (ORD), a public repository of structured organic reaction records. Starting materials: NC1=C(CCO)C=CC=C1 (2-aminophenethyl alcohol), C1(C=2C(C(=O)O1)=CC=CC2)=O (phthalic anhydride), C(C)(=O)O (acetic acid). Solvent: O (water). Run at temperature 100 celsius. The product is OCCC1=C(C=CC=C1)N1C(C2=CC=CC=C2C1=O)=O (2-(2-(2-hydroxyethyl)phenyl)isoindoline-1,3-dione). Isolated yield 39.6%. Reaction SMILES: [NH2:1][C:2]1[CH:10]=[CH:9][CH:8]=[CH:7][C:3]=1[CH2:4][CH2:5][OH:6].[C:11]1(=O)[O:16][C:14](=[O:15])[C:13]2=[CH:17][CH:18]=[CH:19][CH:20]=[C:12]12.C(O)(=O)C>O>[OH:6][CH2:5][CH2:4][C:3]1[CH:7]=[CH:8][CH:9]=[CH:10][C:2]=1[N:1]1[C:14](=[O:15])[C:13]2[C:12](=[CH:20][CH:19]=[CH:18][CH:17]=2)[C:11]1=[O:16]. Procedure: A flask containing 2-aminophenethyl alcohol (565 mg, 4.12 mmol), phthalic anhydride (641 mg, 4.32 mmol) and acetic acid (4 mL) was heated at 100° C. for 1 h. The reaction mixture was poured into water (30 mL) and the solid was filtered off and the solids were washed with water. The crude was purified by flash column chromatography to afford the desired product as white solid (435 mg, 1.63 mmol, 40%). 1H NMR: 1.79 (br s, 1H), 2.78 (t, 2H, J=6.4 Hz), 3.81 (t, 2H, J=6.4 Hz), 7.20 (d, 1H, J=8 Hz), 7... The reactants are CO, [Na+], [OH-], CCOC(=O)CN1CCC(N(c2ccccc2)c2cccc(C(F)(F)F)c2)CC1. Yields the product O=C(O)CN1CCC(N(c2ccccc2)c2cccc(C(F)(F)F)c2)CC1. Reaction SMILES: [CH3:32][OH:33].[Na+:31].[OH-:30].[c:1]1([N:7]([CH:8]2[CH2:9][CH2:10][N:11]([CH2:14][C:15](=[O:16])[O:17][CH2:18][CH3:19])[CH2:12][CH2:13]2)[c:20]2[cH:21][c:22]([C:26]([F:27])([F:28])[F:29])[cH:23][cH:24][cH:25]2)[cH:2][cH:3][cH:4][cH:5][cH:6]1>>[c:1]1([N:7]([CH:8]2[CH2:9][CH2:10][N:11]([CH2:14][C:15](=[O:16])[OH:17])[CH2:12][CH2:13]2)[c:20]2[cH:21][c:22]([C:26]([F:27])([F:28])[F:29])[cH:23][cH:24][cH:25]2)[cH:2][cH:3][cH:4][cH:5][cH:6]1. The reactants are C(C1=CC=CC=C1)NC=1SC(=CN1)CNC=1SC(=CN1)C1=CC=C(C=C1)C (N-Benzyl-5-((5-p-tolylthiazol-2-ylamino)methyl)thiazol-2-amine), C(Cl)(Cl)Cl.CCOC(=O)C (CHCl3 AcOEt). The solvent is Cl (HCl). Product: Cl.Cl.C(C1=CC=CC=C1)NC=1SC(=CN1)CNC=1SC(=CN1)C1=CC=C(C=C1)C (N-benzyl-5-((5-p-tolylthiazol-2-ylamino)methyl)thiazol-2-amine dihydrochloride). The yield is 10.0%. As a reaction SMILES: [CH2:1]([NH:8][C:9]1[S:10][C:11]([CH2:14][NH:15][C:16]2[S:17][C:18]([C:21]3[CH:26]=[CH:25][C:24]([CH3:27])=[CH:23][CH:22]=3)=[CH:19][N:20]=2)=[CH:12][N:13]=1)[C:2]1[CH:7]=[CH:6][CH:5]=[CH:4][CH:3]=1.C(Cl)(Cl)[Cl:29].CCOC(C)=O>Cl>[ClH:29].[ClH:29].[CH2:1]([NH:8][C:9]1[S:10][C:11]([CH2:14][NH:15][C:16]2[S:17][C:18]([C:21]3[CH:22]=[CH:23][C:24]([CH3:27])=[CH:25][CH:26]=3)=[CH:19][N:20]=2)=[CH:12][N:13]=1)[C:2]1[CH:3]=[CH:4][CH:5]=[CH:6][CH:7]=1 |f:1.2,4.5.6|. Procedure details: N-Benzyl-5-((5-p-tolylthiazol-2-ylamino)methyl)thiazol-2-amine (20 mg, 0.05 mmol) was dissolved in methanolic HCl (3 N, 1 mL) and CHCl3/AcOEt was added. The precipitated solid was filtered by decantation and dried in vacuo, yielding N-benzyl-5-((5-p-tolylthiazol-2-ylamino)methyl)thiazol-2-amine dihydrochloride as a white solid (11 mg, 10%). Mp. 105-106° C. The reactants are CC1=NOC(=N1)C1=C(N=C(S1)N)C1=CC=CC=C1 (5-(3-methyl-[1,2,4]oxadiazol-5-yl)-4-phenyl-thiazol-2-ylamine), C(CC)(=O)Cl (propionyl chloride). Yields the product CC1=NOC(=N1)C1=C(N=C(S1)NC(CC)=O)C1=CC=CC=C1 (N-[5-(3-Methyl-[1,2,4]oxadiazol-5-yl)-4-phenyl-thiazol-2-yl]-propionamide). RXN SMILES: [CH3:1][C:2]1[N:6]=[C:5]([C:7]2[S:11][C:10]([NH2:12])=[N:9][C:8]=2[C:13]2[CH:18]=[CH:17][CH:16]=[CH:15][CH:14]=2)[O:4][N:3]=1.[C:19](Cl)(=[O:22])[CH2:20][CH3:21]>>[CH3:1][C:2]1[N:6]=[C:5]([C:7]2[S:11][C:10]([NH:12][C:19](=[O:22])[CH2:20][CH3:21])=[N:9][C:8]=2[C:13]2[CH:14]=[CH:15][CH:16]=[CH:17][CH:18]=2)[O:4][N:3]=1. Procedure: Prepared from 5-(3-methyl-[1,2,4]oxadiazol-5-yl)-4-phenyl-thiazol-2-ylamine and propionyl chloride. The reactants are CC([O-])=S, CS(=O)(=O)OC1CC(=O)N(Cc2ccc(CCc3ccccc3)cc2)C1, [K+]. Reaction SMILES: [C:27]([CH3:28])(=[S:29])[O-:30].[CH3:1][S:2]([O:3][CH:6]1[CH2:7][C:8](=[O:26])[N:9]([CH2:11][c:12]2[cH:13][cH:14][c:15]([CH2:18][CH2:19][c:20]3[cH:21][cH:22][cH:23][cH:24][cH:25]3)[cH:16][cH:17]2)[CH2:10]1)(=[O:4])=[O:5].[K+:31]>>[CH:6]1([S:29][C:27]([CH3:28])=[O:30])[CH2:7][C:8](=[O:26])[N:9]([CH2:11][c:12]2[cH:13][cH:14][c:15]([CH2:18][CH2:19][c:20]3[cH:21][cH:22][cH:23][cH:24][cH:25]3)[cH:16][cH:17]2)[CH2:10]1. Product: CC(=O)SC1CC(=O)N(Cc2ccc(CCc3ccccc3)cc2)C1. Starting materials: Cc1ccc(N)cc1Nc1nccc(-c2cccnc2)n1, COc1cc(C(=O)Cl)cc(OC)c1CN1CCN(C)CC1, Cc1ccc(N)cc1Nc1nccc(-c2ccc(Cl)nc2)n1, Cl, Cl. The product is COc1cc(C(=O)Nc2ccc(C)c(Nc3nccc(-c4cccnc4)n3)c2)cc(OC)c1CN1CCN(C)CC1. RXN SMILES: [CH3:1][c:2]1[c:3]([NH:9][c:10]2[n:11][cH:12][cH:13][c:14](-[c:16]3[cH:17][n:18][cH:19][cH:20][cH:21]3)[n:15]2)[cH:4][c:5]([NH2:6])[cH:7][cH:8]1.[CH3:46][O:47][c:48]1[cH:49][c:50]([C:51](=[O:52])[Cl:53])[cH:54][c:55]([O:65][CH3:66])[c:56]1[CH2:57][N:58]1[CH2:59][CH2:60][N:61]([CH3:64])[CH2:62][CH2:63]1.[Cl:22][c:23]1[n:24][cH:25][c:26](-[c:27]2[cH:28][cH:29][n:30][c:31]([NH:32][c:33]3[cH:34][c:35]([NH2:40])[cH:36][cH:37][c:38]3[CH3:39])[n:41]2)[cH:42][cH:43]1.[ClH:44].[ClH:45]>>[CH3:1][c:2]1[c:3]([NH:9][c:10]2[n:11][cH:12][cH:13][c:14](-[c:16]3[cH:17][n:18][cH:19][cH:20][cH:21]3)[n:15]2)[cH:4][c:5]([NH:6][C:51]([c:50]2[cH:49][c:48]([O:47][CH3:46])[c:56]([CH2:57][N:58]3[CH2:59][CH2:60][N:61]([CH3:64])[CH2:62][CH2:63]3)[c:55]([O:65][CH3:66])[cH:54]2)=[O:52])[cH:7][cH:8]1.